The task is: describe an organic reaction: reactants, conditions, products, and yield. This data is from the Open Reaction Database (ORD), a public repository of structured organic reaction records. Isolated yield 53.0%. RXN SMILES: C([BH-](C(CC)C)C(CC)C)(CC)C.[Li+].[F:15][C:16]1[CH:17]=[C:18]([CH:28]=[C:29]([F:32])[C:30]=1[F:31])[CH2:19][N:20]1[CH2:25][CH2:24][O:23][C:22](=[O:26])[C:21]1=[O:27].[OH-].[Na+].OO.S(=O)(O)[O-].[Na+]>C1COCC1.[Cl-].[Na+].O.C(Cl)(Cl)Cl>[OH:26][CH:22]1[O:23][CH2:24][CH2:25][N:20]([CH2:19][C:18]2[CH:28]=[C:29]([F:32])[C:30]([F:31])=[C:16]([F:15])[CH:17]=2)[C:21]1=[O:27] |f:0.1,3.4,6.7,9.10.11|. Solvent: C1CCOC1 (THF), C1CCOC1 (THF), [Cl-].[Na+].O (Brine), C(Cl)(Cl)Cl (chloroform). The product is OC1C(N(CCO1)CC1=CC(=C(C(=C1)F)F)F)=O (2-hydroxy-4-(3,4,5-trifluorobenzyl)morpholin-3-one). Starting materials: solution, C(C)(CC)[BH-](C(C)CC)C(C)CC.[Li+] (lithium tri-sec-butylborohydride), FC=1C=C(CN2C(C(OCC2)=O)=O)C=C(C1F)F (4-(3,4,5-trifluorobenzyl)morpholine-2,3-dione), [OH-].[Na+] (sodium hydroxide), OO (hydrogen peroxide), S([O-])(O)=O.[Na+] (Sodium bisulfite). Run at time 2 hour. Procedure details: A 1 M solution of lithium tri-sec-butylborohydride in THF (31.4 mL) was added dropwise to a solution of 4-(3,4,5-trifluorobenzyl)morpholine-2,3-dione (7.38 g) in THF at −15° C., and the reaction solution was stirred for two hours. A 5 N sodium hydroxide solution (2.85 mL) and 30% aqueous hydrogen peroxide (968 μL) were added dropwise to the reaction solution at 20° C. or less, which was then stirred at 10° C. for one hour. Sodium bisulfite (888 mg) was added to the reaction solution, which was t... Starting materials: Cl.C(C)N=C=NCCCN(C)C (1-ethyl-3-(3-dimethylaminopropyl)-carbodiimide hydrochloride), C(C)(=O)O (acetic acid), Cl.C(C(C)C)ON (O-iso-Butylhydroxylamine hydrochloride), NC1=C(C(=NC(=C1)C1=C(C(=C(C=C1)Cl)OC)F)C(=O)O)Cl (4-amino-3-chloro-6-(4-chloro-2-fluoro-3-methoxyphenyl)picolinic acid), 7,314,849 B2. The reagents and catalysts are CN(C1=CC=NC=C1)C (4-(dimethylamino)pyridine). Solvent: ClCCCl (1,2-dichloroethane). Run at temperature 23 celsius, time 18 hour. Product: NC1=C(C(=NC(=C1)C1=C(C(=C(C=C1)Cl)OC)F)C(=O)NOCC(C)C)Cl (4-amino-3-chloro-6-(4-chloro-2-fluoro-3-methoxyphenyl)-N-(2-methylpropoxy)picolinamide). Yield: 61.0%. RXN SMILES: Cl.[CH2:2]([O:6][NH2:7])[CH:3]([CH3:5])[CH3:4].[NH2:8][C:9]1[CH:14]=[C:13]([C:15]2[CH:20]=[CH:19][C:18]([Cl:21])=[C:17]([O:22][CH3:23])[C:16]=2[F:24])[N:12]=[C:11]([C:25](O)=[O:26])[C:10]=1[Cl:28].Cl.C(N=C=NCCCN(C)C)C.C(O)(=O)C>CN(C)C1C=CN=CC=1.ClCCCl>[NH2:8][C:9]1[CH:14]=[C:13]([C:15]2[CH:20]=[CH:19][C:18]([Cl:21])=[C:17]([O:22][CH3:23])[C:16]=2[F:24])[N:12]=[C:11]([C:25]([NH:7][O:6][CH2:2][CH:3]([CH3:5])[CH3:4])=[O:26])[C:10]=1[Cl:28] |f:0.1,3.4|. Reported procedure: O-iso-Butylhydroxylamine hydrochloride (380 mg, 3.0 mmol, 2.0 equiv) and 4-(dimethylamino)pyridine (740 mg, 6.0 mmol, 4.0 equiv) were sequentially added to a stirred suspension of 4-amino-3-chloro-6-(4-chloro-2-fluoro-3-methoxyphenyl)picolinic acid (prepared as in Balko et al., U.S. Pat. No. 7,314,849 B2; 500 mg, 1.5 mmol, 1.0 equiv) and 1-ethyl-3-(3-dimethylaminopropyl)-carbodiimide hydrochloride (1.2 g, 6.0 mmol, 4.0 equiv) in 1,2-dichloroethane (5.0 mL) at 23° C. The resulting tan suspension ... Reactants: N1CCCCC1 (Piperidine), OC=1C=C(C(=O)O)C=CC1 (3-hydroxybenzoic acid). Reaction SMILES: [NH:1]1[CH2:6][CH2:5][CH2:4][CH2:3][CH2:2]1.[OH:7][C:8]1[CH:9]=[C:10]([CH:14]=[CH:15][CH:16]=1)[C:11]([OH:13])=[O:12]>C(O)C>[OH:7][C:8]1[CH:9]=[C:10]([CH:14]=[CH:15][CH:16]=1)[C:11]([O-:13])=[O:12].[NH2+:1]1[CH2:6][CH2:5][CH2:4][CH2:3][CH2:2]1 |f:3.4|. Procedure: Piperidine (0.85 g; 10 mmol) was added dropwise to a solution of 3-hydroxybenzoic acid (1.38 g; 10 mmol) in ethanol (10 cm3). The solution was then left to stand at 5° C. in an open beaker for two weeks. This produced the desired product in the form of white crystals. The product was collected by filtration and recrystallized from water to produce translucent, colourless crystals. Found: C, 63.4%; H, 7.6%; N, 6.2%. Calculated for C12H17NO3 ; C, 64.55%; H, 7.69%; N, 6.24%. M.pt. 154°-156° C. The product is OC=1C=C(C(=O)[O-])C=CC1.[NH2+]1CCCCC1 (piperidinium 3-hydroxybenzoate). Run in C(C)O (ethanol). Reactants: Cl.N1=CC=CC=C1 (pyridine hydrochloride), ClC1=CC=C(C=C1)C1=NOC2=C1C=CC(=C2)OC (3-(4-chlorophenyl)-6-methoxy-1,2-benzisoxazole). Run at temperature 210 celsius, time 75 minute. Yields the product ClC1=CC=C(C=C1)C1=NOC2=C1C=CC(=C2)O (3-(4-chlorophenyl)-6-hydroxy-1,2-benzisoxazole). RXN SMILES: Cl.N1C=CC=CC=1.[Cl:8][C:9]1[CH:14]=[CH:13][C:12]([C:15]2[C:19]3[CH:20]=[CH:21][C:22]([O:24]C)=[CH:23][C:18]=3[O:17][N:16]=2)=[CH:11][CH:10]=1>>[Cl:8][C:9]1[CH:10]=[CH:11][C:12]([C:15]2[C:19]3[CH:20]=[CH:21][C:22]([OH:24])=[CH:23][C:18]=3[O:17][N:16]=2)=[CH:13][CH:14]=1 |f:0.1|. Procedure details: A mixture of 60 g of pyridine hydrochloride and 12.0 g 3-(4-chlorophenyl)-6-methoxy-1,2-benzisoxazole is heated with stirring at 210° C. for 75 min. The hot reaction mixture is poured with vigorous stirring onto ice and the solid is filtered, dried, and recrystallized from toluene to afford 3-(4-chlorophenyl)-6-hydroxy-1,2-benzisoxazole, mp 203° C. The reactants are CNS(=O)(=O)c1ccccc1Nc1nc(Cl)ncc1Br, COc1ccc(N)c(OC)c1, CCO, Cl, O. Product: CNS(=O)(=O)c1ccccc1Nc1nc(Nc2ccc(OC)cc2OC)ncc1Br. Reaction SMILES: [Br:1][c:2]1[c:3]([NH:9][c:10]2[c:11]([S:16](=[O:17])(=[O:18])[NH:19][CH3:20])[cH:12][cH:13][cH:14][cH:15]2)[n:4][c:5]([Cl:8])[n:6][cH:7]1.[CH3:21][O:22][c:23]1[c:24]([NH2:25])[cH:26][cH:27][c:28]([O:30][CH3:31])[cH:29]1.[CH3:33][CH2:34][OH:35].[ClH:36].[OH2:32]>>[Br:1][c:2]1[c:3]([NH:9][c:10]2[c:11]([S:16](=[O:17])(=[O:18])[NH:19][CH3:20])[cH:12][cH:13][cH:14][cH:15]2)[n:4][c:5]([NH:25][c:24]2[c:23]([O:22][CH3:21])[cH:29][c:28]([O:30][CH3:31])[cH:27][cH:26]2)[n:6][cH:7]1.